Dataset: the Open Reaction Database (ORD), a public repository of structured organic reaction records. Task: describe an organic reaction: reactants, conditions, products, and yield The reactants are NC(CC1=C(CCC2=NC(=NC=C2Cl)NC2=CC=C(C=C2)C(C)NC(OC(C)(C)C)=O)C=CC=C1)=O (tert-butyl 1-(4-(4-(2-(2-amino-2-oxoethyl)phenethyl)-5-chloropyrimidin-2-ylamino)phenyl)ethylcarbamate), C(=O)(C(F)(F)F)O (TFA). Solvent: C(Cl)Cl (DCM). Conditions: time 2 hour. Product: N (ammonia), NC(C)C1=CC=C(C=C1)NC1=NC=C(C(=N1)CCC1=C(C=CC=C1)CC(=O)N)Cl (2-(2-(2-(2-(4-(1-Aminoethyl)phenylamino)-5-chloropyrimidin-4-yl)ethyl)phenyl)acetamide). Isolated yield 174.3%. As a reaction SMILES: [NH2:1][C:2](=[O:36])[CH2:3][C:4]1[CH:35]=[CH:34][CH:33]=[CH:32][C:5]=1[CH2:6][CH2:7][C:8]1[C:13]([Cl:14])=[CH:12][N:11]=[C:10]([NH:15][C:16]2[CH:21]=[CH:20][C:19]([CH:22]([NH:24]C(=O)OC(C)(C)C)[CH3:23])=[CH:18][CH:17]=2)[N:9]=1.C(O)(C(F)(F)F)=O>C(Cl)Cl>[NH3:1].[NH2:24][CH:22]([C:19]1[CH:18]=[CH:17][C:16]([NH:15][C:10]2[N:9]=[C:8]([CH2:7][CH2:6][C:5]3[CH:32]=[CH:33][CH:34]=[CH:35][C:4]=3[CH2:3][C:2]([NH2:1])=[O:36])[C:13]([Cl:14])=[CH:12][N:11]=2)=[CH:21][CH:20]=1)[CH3:23]. Reported procedure: To a solution of tert-butyl 1-(4-(4-(2-(2-amino-2-oxoethyl)phenethyl)-5-chloropyrimidin-2-ylamino)phenyl)ethylcarbamate (A140) (0.0070 g, 0.014 mmol) in DCM (1 mL) was added TFA (0.50 mL). The mixture was stirred at ambient temperature for 2 hours before the volatiles were removed in vacuo. The crude residue was purified using an SCX cartridge, (MeOH then 2 N ammonia in EtOH eluent) to give the title compound (37) as a grey solid (0.005 g, 89%). LCMS-C: rt 4.29 min; m/z 410 [M+H]+ Reactants: BrC1=CC(=C(C=C1)O)OC (4-bromo-2-methoxyphenol), C12(CC3CC(CC(C1)C3)C2)O (1-adamantanol), CS(=O)(=O)O (MeSO3H). The solvent is C(Cl)Cl (CH2Cl2). Run at temperature 54 celsius. The product is C12(CC3CC(CC(C1)C3)C2)C2=C(C(=CC(=C2)Br)OC)O (2-(1-adamantyl)-4-bromo-6-methoxyphenol). The yield is 75.3%. RXN SMILES: [Br:1][C:2]1[CH:7]=[CH:6][C:5]([OH:8])=[C:4]([O:9][CH3:10])[CH:3]=1.[C:11]12(O)[CH2:20][CH:15]3[CH2:16][CH:17]([CH2:19][CH:13]([CH2:14]3)[CH2:12]1)[CH2:18]2.CS(O)(=O)=O>C(Cl)Cl>[C:11]12([C:6]3[CH:7]=[C:2]([Br:1])[CH:3]=[C:4]([O:9][CH3:10])[C:5]=3[OH:8])[CH2:20][CH:15]3[CH2:16][CH:17]([CH2:19][CH:13]([CH2:14]3)[CH2:12]1)[CH2:18]2. Procedure: A mixture of 4-bromo-2-methoxyphenol (2.00 g, 9.85 mmol), 1-adamantanol (1.50 g, 9.85 mmol), and MeSO3H (0.8 mL) in CH2Cl2 (8 mL) was stirred with heating at 54° C. (oil-bath) for 18.3 h. The resulting solution was quenched with H2O (30 mL) and extracted with EtOAc (120 mL). The extract was washed with 5% NaHCO3 and brine and dried. The residue obtained on concentration was purified on silica gel (4% EtOAc/hexane) to give 2.5 g (76%) of 2-(1-adamantyl)-4-bromo-6-methoxyphenol as a white solid, m... The reactants are C(C)(=O)C=1C(=C(C(C(=O)OCCOCCOCCO)=CC1)O)C(C)=O (triethylenglycol bis-acetylsalicylate), TEA, C(CCCCCO)O (1.6-hexandiol), [Cl-] (chloride), C(C)(=O)OC=1C(C(=O)O)=CC=CC1 (acetylsalicylic acid). Procedure details: The compound was prepared according to the procedure described in Example 1 for the synthesis of (XIX), prepared starting from 6 g of the chloride of acetylsalicylic acid, 4.6 ml of TEA and 1.9 g of 1.6-hexandiol. The product was purified by flash chromatography utilizing an eluent mix constituted by ethylether/hexane 7:3 (v/v). The intermediate fractions were collected, the solvent was evaporated under reduced pressure and a solid residue was obtained which, triturated with isopropyl ether, pro... The product is C(C)(=O)C=1C(=C(C(C(=O)OCCOCCOCCOCCO)=CC1)O)C(C)=O (tetraethylenglycol bis-acetylsalicylate). RXN SMILES: [C:1]([C:4]1[C:5]([C:23](=[O:25])[CH3:24])=[C:6]([OH:22])[C:7](=[CH:20][CH:21]=1)[C:8]([O:10][CH2:11][CH2:12][O:13][CH2:14][CH2:15][O:16][CH2:17][CH2:18][OH:19])=[O:9])(=[O:3])[CH3:2].[Cl-].[C:27](OC1C(=CC=CC=1)C(O)=O)(=[O:29])[CH3:28].C(O)CCCCCO>>[C:1]([C:4]1[C:5]([C:23](=[O:25])[CH3:24])=[C:6]([OH:22])[C:7](=[CH:20][CH:21]=1)[C:8]([O:10][CH2:11][CH2:12][O:13][CH2:14][CH2:15][O:16][CH2:17][CH2:18][O:19][CH2:28][CH2:27][OH:29])=[O:9])(=[O:3])[CH3:2]. The reactants are ClC1=C(C#N)C=C(C=C1)[N+](=O)[O-] (2-Chloro-5-nitrobenzonitrile), C[C@@H]1N[C@@H](CNC1)C (cis-2,6-dimethylpiperazine), C(C)#N (acetonitrile). The solvent is O (water). Reaction conditions: time 1 hour. The product is C[C@@H]1CN(C[C@@H](N1)C)C1=C(C#N)C=C(C=C1)[N+](=O)[O-] (cis-2-(3,5-dimethylpiperazin-1-yl)-5-nitrobenzonitrile). Yield: 75.4%. RXN SMILES: Cl[C:2]1[CH:9]=[CH:8][C:7]([N+:10]([O-:12])=[O:11])=[CH:6][C:3]=1[C:4]#[N:5].[CH3:13][C@H:14]1[CH2:19][NH:18][CH2:17][C@@H:16]([CH3:20])[NH:15]1.C(#N)C>O>[CH3:13][C@H:14]1[NH:15][C@@H:16]([CH3:20])[CH2:17][N:18]([C:2]2[CH:9]=[CH:8][C:7]([N+:10]([O-:12])=[O:11])=[CH:6][C:3]=2[C:4]#[N:5])[CH2:19]1. Procedure details: 2-Chloro-5-nitrobenzonitrile (13.3 g) and cis-2,6-dimethylpiperazine (25 g) were added to acetonitrile (25 ml) and the mixture was stirred at room temperature for 1 h. The reaction mixture was added to water and extracted with chloroform. The organic layer was washed with saturated brine and dried over anhydrous sodium sulfate. The solvent was evaporated under reduced pressure. The residue was recrystallized from diisopropyl ether to give cis-2-(3,5-dimethylpiperazin-1-yl)-5-nitrobenzonitrile (1... The reactants are CC(C)(C)OC(=O)N1CCCC1C(CCO)C[N+](=O)[O-], CO. The product is CC(C)(C)OC(=O)N1CCCC1C1CCNC1. Reaction SMILES: [C:1](=[O:2])([O:3][C:4]([CH3:5])([CH3:6])[CH3:7])[N:8]1[CH:9]([CH:13]([CH2:14][CH2:15][OH:20])[CH2:17][N+:18]([O-:16])=[O:19])[CH2:10][CH2:11][CH2:12]1.[CH3:21][OH:22]>>[C:1](=[O:2])([O:3][C:4]([CH3:5])([CH3:6])[CH3:7])[N:8]1[CH:9]([CH:13]2[CH2:14][CH2:15][NH:18][CH2:17]2)[CH2:10][CH2:11][CH2:12]1.